describe an organic reaction: reactants, conditions, products, and yield From a dataset of the Open Reaction Database (ORD), a public repository of structured organic reaction records. Reactants: CC(C)(C)OC(=O)Nc1ccc(C2CC2)cc1NC(=O)CC(=O)c1ccnc(C#N)c1, ClCCl, O=C(O)C(F)(F)F. Yields the product N#Cc1cc(C2=Nc3ccc(C4CC4)cc3NC(=O)C2)ccn1. As a reaction SMILES: [C:1]([O:2][C:3](=[O:4])[NH:7][c:8]1[c:9]([NH:17][C:18]([CH2:19][C:20](=[O:5])[c:22]2[cH:23][c:24]([C:28]#[N:29])[n:25][cH:26][cH:27]2)=[O:30])[cH:10][c:11]([CH:14]2[CH2:15][CH2:16]2)[cH:12][cH:13]1)([CH3:6])([CH3:21])[CH3:31].[Cl:39][CH2:40][Cl:41].[F:32][C:33]([F:34])([F:35])[C:36]([OH:37])=[O:38]>>[N:7]1=[C:20]([c:22]2[cH:23][c:24]([C:28]#[N:29])[n:25][cH:26][cH:27]2)[CH2:19][C:18](=[O:30])[NH:17][c:9]2[c:8]1[cH:13][cH:12][c:11]([CH:14]1[CH2:15][CH2:16]1)[cH:10]2.